This data is from the Open Reaction Database (ORD), a public repository of structured organic reaction records. The task is: describe an organic reaction: reactants, conditions, products, and yield Starting materials: CCOCC, CC#N, ICC1CCCC1, c1ccc(P(c2ccccc2)c2ccccc2)cc1. Yields the product c1ccc([P+](CC2CCCC2)(c2ccccc2)c2ccccc2)cc1, [I-]. Reaction SMILES: [CH3:27][CH2:28][O:29][CH2:30][CH3:31].[CH3:32][C:33]#[N:34].[I:1][CH2:2][CH:3]1[CH2:4][CH2:5][CH2:6][CH2:7]1.[c:8]1([P:14]([c:15]2[cH:16][cH:17][cH:18][cH:19][cH:20]2)[c:21]2[cH:22][cH:23][cH:24][cH:25][cH:26]2)[cH:9][cH:10][cH:11][cH:12][cH:13]1>>[CH2:2]([CH:3]1[CH2:4][CH2:5][CH2:6][CH2:7]1)[P+:14]([c:8]1[cH:9][cH:10][cH:11][cH:12][cH:13]1)([c:15]1[cH:16][cH:17][cH:18][cH:19][cH:20]1)[c:21]1[cH:22][cH:23][cH:24][cH:25][cH:26]1.[I-:1].